The task is: describe an organic reaction: reactants, conditions, products, and yield. This data is from the Open Reaction Database (ORD), a public repository of structured organic reaction records. Starting materials: ClC=1C(=NC(=NC1)NC=1N=CN(C1)C)NC1CC2C(CN(C2)C(=O)OC(C)(C)C)C1 (tert-butyl 5-((5-chloro-2-((1-methyl-1H-imidazol-4-yl)amino)pyrimidin-4-yl)amino)hexahydrocyclopenta[c]pyrrole-2(1H)-carboxylate), Cl (HCl), CCOC(=O)C (EtOAc). Solvent: C(Cl)Cl (DCM). Reaction conditions: time 1 hour. Product: ClC=1C(=NC(=NC1)NC=1N=CN(C1)C)NC1CC2C(CNC2)C1 (5-chloro-N2-(1-methyl-1H-imidazol-4-yl)-N4-(octahydrocyclopenta[c]pyrrol-5-yl)pyrimidine-2,4-diamine). Yield: 0.1%. RXN SMILES: [Cl:1][C:2]1[C:3]([NH:15][CH:16]2[CH2:30][CH:19]3[CH2:20][N:21](C(OC(C)(C)C)=O)[CH2:22][CH:18]3[CH2:17]2)=[N:4][C:5]([NH:8][C:9]2[N:10]=[CH:11][N:12]([CH3:14])[CH:13]=2)=[N:6][CH:7]=1.Cl.CCOC(C)=O>C(Cl)Cl>[Cl:1][C:2]1[C:3]([NH:15][CH:16]2[CH2:30][CH:19]3[CH2:20][NH:21][CH2:22][CH:18]3[CH2:17]2)=[N:4][C:5]([NH:8][C:9]2[N:10]=[CH:11][N:12]([CH3:14])[CH:13]=2)=[N:6][CH:7]=1. Reported procedure: To a solution of tert-butyl 5-((5-chloro-2-((1-methyl-1H-imidazol-4-yl)amino)pyrimidin-4-yl)amino)hexahydrocyclopenta[c]pyrrole-2(1H)-carboxylate (398.3 mg, 0.92 mmol) in DCM (10 mL) was added a solution of HCl in EtOAc (10 mL, 40 mmol). The reaction mixture was stirred at rt for 1 h and concentrated in vacuo. The residue was dissolved in water (30 mL) and adjusted to pH=10 with a saturated Na2CO3 aqueous solution, then extracted with DCM (100 mL×3). The combined organic phases were washed with ...